The task is: describe an organic reaction: reactants, conditions, products, and yield. This data is from the Open Reaction Database (ORD), a public repository of structured organic reaction records. The reactants are CC[NH+](CC)CC, CC#N, C=CCl, [Cl-], [Cl-], ClC(Cl)Cl, O, O, O, O, O, O, O=C(c1ccccc1)C(O)c1ccccc1, O=[PH](Cl)Cl. Yields the product O=P(Cl)(Cl)C(Cl)(Cl)CC(Cl)Cl. As a reaction SMILES: [CH2:20]([NH+:21]([CH2:22][CH3:23])[CH2:24][CH3:25])[CH3:26].[CH3:43][C:44]#[N:45].[CH:1](=[CH2:2])[Cl:3].[Cl-:18].[Cl-:19].[Cl:8][CH:9]([Cl:10])[Cl:11].[OH2:12].[OH2:13].[OH2:14].[OH2:15].[OH2:16].[OH2:17].[OH:27][CH:28]([c:29]1[cH:30][cH:31][cH:32][cH:33][cH:34]1)[C:35]([c:36]1[cH:37][cH:38][cH:39][cH:40][cH:41]1)=[O:42].[PH:4](=[O:5])([Cl:6])[Cl:7]>>[C:1]([CH2:2][CH:9]([Cl:8])[Cl:10])([Cl:3])([P:4](=[O:5])([Cl:6])[Cl:7])[Cl:18].